This data is from the Open Reaction Database (ORD), a public repository of structured organic reaction records. The task is: describe an organic reaction: reactants, conditions, products, and yield The reactants are ClN1C(CCC1=O)=O (N-chlorosuccinimide), CC1=CC=C(C=N1)C1=NOC=C1 (3-(6-methylpyridin-3-yl)isoxazole), C(Cl)(Cl)(Cl)Cl (carbon tetrachloride), ClN1C(CCC1=O)=O (N-chlorosuccinimide). Reagents/catalysts: C(C1=CC=CC=C1)(=O)OOC(C1=CC=CC=C1)=O (benzoyl peroxide). The solvent is CCOC(=O)C (EtOAc). Conditions: time 4 hour. Yields the product ClCC1=CC=C(C=N1)C1=NOC=C1 (3-(6-(chloromethyl)pyridin-3-yl)isoxazole). Yield: 34.0%. Reaction SMILES: [CH3:1][C:2]1[N:7]=[CH:6][C:5]([C:8]2[CH:12]=[CH:11][O:10][N:9]=2)=[CH:4][CH:3]=1.C(Cl)(Cl)(Cl)[Cl:14].ClN1C(=O)CCC1=O>CCOC(C)=O.C(OOC(=O)C1C=CC=CC=1)(=O)C1C=CC=CC=1>[Cl:14][CH2:1][C:2]1[N:7]=[CH:6][C:5]([C:8]2[CH:12]=[CH:11][O:10][N:9]=2)=[CH:4][CH:3]=1. Reported procedure: To a stirring mixture of 3-(6-methylpyridin-3-yl)isoxazole (76 mg, 0.474 mmol) and 6 mL carbon tetrachloride, was added N-chlorosuccinimide (69.7 mg, 0.52 mmol), followed by 3 mg benzoyl peroxide. The reaction mixture was refluxed. Additional N-chlorosuccinimide (40 mg, 0.30 mmol) was added in two portions after stirring 2 h and 4 h. After refluxing for a total of 13 h the reaction mixture was diluted with EtOAc, then washed sequentially with 1 N aq. NaOH solution, water and saturated aqueous Na...